This data is from the Open Reaction Database (ORD), a public repository of structured organic reaction records. The task is: describe an organic reaction: reactants, conditions, products, and yield Starting materials: C1CCOC1, COC(=O)c1ncc2cncn2c1Nc1ccc(I)cc1F, CN, CO, CCOC(C)=O. Product: CNC(=O)c1ncc2cncn2c1Nc1ccc(I)cc1F. Reaction SMILES: [CH2:25]1[O:26][CH2:27][CH2:28][CH2:29]1.[CH3:1][O:2][C:3](=[O:4])[c:5]1[n:6][cH:7][c:8]2[n:9]([c:10]1[NH:11][c:12]1[c:13]([F:19])[cH:14][c:15]([I:18])[cH:16][cH:17]1)[cH:20][n:21][cH:22]2.[CH3:23][NH2:24].[CH3:30][OH:31].[CH3:32][CH2:33][O:34][C:35](=[O:36])[CH3:37]>>[C:3](=[O:4])([c:5]1[n:6][cH:7][c:8]2[n:9]([c:10]1[NH:11][c:12]1[c:13]([F:19])[cH:14][c:15]([I:18])[cH:16][cH:17]1)[cH:20][n:21][cH:22]2)[NH:24][CH3:23].